From a dataset of the Open Reaction Database (ORD), a public repository of structured organic reaction records. describe an organic reaction: reactants, conditions, products, and yield Isolated yield 3.3%. The solvent is CN(C)C=O (DMF), O (water), CCOC(=O)C (EtOAc), CO (methanol). Reaction conditions: temperature 60 celsius. As a reaction SMILES: [F:1][C:2]1[CH:7]=[CH:6][C:5]([CH:8]2[C:13]([C:14]([O:16]C)=O)=[C:12]([CH2:18][NH:19][C:20]3[CH:21]=[C:22]4[C:26](=[CH:27][CH:28]=3)[NH:25][N:24]=[CH:23]4)[NH:11][C:10](=[O:29])[NH:9]2)=[CH:4][CH:3]=1.[OH-].[Na+].N=C=N>CO.O.CCOC(C)=O.CN(C=O)C>[F:1][C:2]1[CH:7]=[CH:6][C:5]([CH:8]2[NH:9][C:10](=[O:29])[NH:11][CH:12]3[CH2:18][N:19]([C:20]4[CH:21]=[C:22]5[C:26](=[CH:27][CH:28]=4)[NH:25][N:24]=[CH:23]5)[C:14](=[O:16])[CH:13]23)=[CH:4][CH:3]=1 |f:1.2|. Reactants: N=C=N (carbodiimide), residue, FC1=CC=C(C=C1)C1NC(NC(=C1C(=O)OC)CNC=1C=C2C=NNC2=CC1)=O (methyl 4-(4-fluorophenyl)-6-[(1H-indazol-5-ylamino)methyl]-2-oxo-1,2,3,4-tetrahydro-5-pyrimidinecarboxylate), [OH-].[Na+] (NaOH). Reported procedure: The product of step (b) (132 mg, 0.334 mmol, 1.00 equiv) and NaOH (2.5 N, 0.5 mL) were dissolved in methanol (2 mL) and heated to 60° C. in a sealed tube for three hours. The reaction mixture was diluted with water (˜50 mL) and EtOAc (˜50 mL), stirred, and separated. The aqueous layer was adjusted to pH 1 with 2N HCl and extracted with EtOAc. The organic layer was concentrated en vacuo and the residue (39 mg, 0.102 mmol, 1 equiv) was dissolved in DMF (5 mL). PS-carbodiimide resin (140 mg, 0.153 ... The product is FC1=CC=C(C=C1)C1C2C(NC(N1)=O)CN(C2=O)C=2C=C1C=NNC1=CC2 (4-(4-fluorophenyl)-6-(1H-indazol-5-yl)hexahydro-1H-pyrrolo[3,4-d]pyrimidine-2,5-dione).